Dataset: the Open Reaction Database (ORD), a public repository of structured organic reaction records. Task: describe an organic reaction: reactants, conditions, products, and yield The reactants are O=C1NC=CC2=C1C(=NN2C2CCC(CC2)=O)C2=CC=C(C=C2)S(=O)(=O)N (4-(4-oxo-1-(4-oxocyclohexyl)-4,5-dihydro-1H-pyrazolo[4,3-c]pyridin-3-yl)benzenesulfonamide), phenyllithium butyl ether, Cl (hydrochloric acid). The solvent is C1CCOC1 (THF). Reaction conditions: time 8 hour. Yields the product OC1(CCC(CC1)N1N=C(C=2C(NC=CC21)=O)C2=CC=C(C=C2)S(=O)(=O)N)C2=CC=CC=C2 (4-(1-(4-hydroxy-4-phenylcyclohexyl)-4-oxo-4,5-dihydro-1H-pyrazolo[4,3-c]pyridin-3-yl)benzenesulfonamide). The yield is 83.7%. Reaction SMILES: [O:1]=[C:2]1[C:7]2[C:8]([C:18]3[CH:23]=[CH:22][C:21]([S:24]([NH2:27])(=[O:26])=[O:25])=[CH:20][CH:19]=3)=[N:9][N:10]([CH:11]3[CH2:16][CH2:15][C:14](=[O:17])[CH2:13][CH2:12]3)[C:6]=2[CH:5]=[CH:4][NH:3]1.Cl>C1COCC1>[OH:17][C:14]1([C:11]2[CH:16]=[CH:15][CH:14]=[CH:13][CH:12]=2)[CH2:13][CH2:12][CH:11]([N:10]2[C:6]3[CH:5]=[CH:4][NH:3][C:2](=[O:1])[C:7]=3[C:8]([C:18]3[CH:23]=[CH:22][C:21]([S:24]([NH2:27])(=[O:26])=[O:25])=[CH:20][CH:19]=3)=[N:9]2)[CH2:16][CH2:15]1. Procedure details: To a solution of 4-(4-oxo-1-(4-oxocyclohexyl)-4,5-dihydro-1H-pyrazolo[4,3-c]pyridin-3-yl)benzenesulfonamide (30.0 mg) obtained in Example 173 in THF was added 1.6M phenyllithium butyl ether solution (0.194 mL) at −78° C., and the mixture was stirred overnight at room temperature under nitrogen atmosphere. To the reaction mixture was added 1N hydrochloric acid at 0° C., and the mixture was extracted with ethyl acetate. The organic layer was washed with saturated aqueous sodium hydrogencarbonate s... The reactants are C(C)(C)(C)OC(=O)NC(CC(=O)O)(C)C (3-t-butoxycarbonylamino-3-methylbutanoic acid), NC1C(NC2=C(CC1)C=C(C=C2)OC)=O (3-Amino-7-methoxy-2,3,4,5-tetrahydro-1H-1-benzazepin-2-one), C21H31N3O5. The product is C(C)(C)(C)OC(=O)NC(CC(=O)NC1C(NC2=C(CC1)C=C(C=C2)OC)=O)(C)C (3-t-Butoxycarbonylamino-3-methyl-N-[7-methoxy-2,3,4,5-tetrahydro-2-oxo-1H-1-benzazepin-3-yl]-butanamide). RXN SMILES: [C:1]([O:5][C:6]([NH:8][C:9]([CH3:15])([CH3:14])[CH2:10][C:11]([OH:13])=O)=[O:7])([CH3:4])([CH3:3])[CH3:2].[NH2:16][CH:17]1[CH2:23][CH2:22][C:21]2[CH:24]=[C:25]([O:28][CH3:29])[CH:26]=[CH:27][C:20]=2[NH:19][C:18]1=[O:30]>>[C:1]([O:5][C:6]([NH:8][C:9]([CH3:15])([CH3:14])[CH2:10][C:11]([NH:16][CH:17]1[CH2:23][CH2:22][C:21]2[CH:24]=[C:25]([O:28][CH3:29])[CH:26]=[CH:27][C:20]=2[NH:19][C:18]1=[O:30])=[O:13])=[O:7])([CH3:2])([CH3:3])[CH3:4]. Procedure details: Prepared from 3-t-butoxycarbonylamino-3-methylbutanoic acid (Example 31, Step E) and the amine obtained in Step D by the procedure described in Example 1, Step F. 1H NMR (200 MHz, CDCl3): 1.32 (s,6H), 1.38 (s,9H), 1.86 (m,1H), 2.4-3.0 (m,5H), 3.77 (s,3H), 4.49 (m,1H), 5.25 9br s,1H), 6.68 (d,8 Hz, 1H), 6.70 (s,1H), 6.89 (d,8 Hz, 1H), 7.55 (br s,1H). FAB-MS: calculated for C21H31N3O5 405; found 428 (m+na,100%), 406 M+H,23%).